From a dataset of the Open Reaction Database (ORD), a public repository of structured organic reaction records. describe an organic reaction: reactants, conditions, products, and yield Reactants: 20.6, magnesium salt, [N+](=O)([O-])C=1C=C(C=2C=CC=C(C2C1)S(=O)(=O)O)S(=O)(=O)O (3-nitronaphthalene-1,5-disulphonic acid), S(O)(O)(=O)=O (sulphuric acid), C(=O)[O-].[Na+] (sodium formate), C(=O)[O-].[Na+] (sodium formate). Reagents/catalysts: [Pd] (palladium-on-carbon). Run in O (water). Run at time 20 hour. Yields the product NC=1C=C(C=2C=CC=C(C2C1)S(=O)(=O)O)S(=O)(=O)O (3-aminonaphthalene-1,5-disulphonic acid). RXN SMILES: [N+:1]([C:4]1[CH:5]=[C:6]([S:18]([OH:21])(=[O:20])=[O:19])[C:7]2[CH:8]=[CH:9][CH:10]=[C:11]([S:14]([OH:17])(=[O:16])=[O:15])[C:12]=2[CH:13]=1)([O-])=O.S(=O)(=O)(O)O.C([O-])=O.[Na+]>[Pd].O>[NH2:1][C:4]1[CH:5]=[C:6]([S:18]([OH:21])(=[O:20])=[O:19])[C:7]2[CH:8]=[CH:9][CH:10]=[C:11]([S:14]([OH:17])(=[O:16])=[O:15])[C:12]=2[CH:13]=1 |f:2.3|. Procedure: A solution of 20.6 parts of the magnesium salt of 3-nitronaphthalene-1,5-disulphonic acid and 5.5 parts of sulphuric acid in 160 parts of water is reacted with 20.4 parts of sodium formate and 1.24 parts (dry weight) of 3% palladium-on-carbon catalyst according to the procedure of Example 1. After 22 hours a further 10 parts of sodium formate are added and stirring under reflux is continued for an additional period of 20 hours. The mixture is cooled and filtered and the filter cake is washed wit... Reactants: ONC(C=1C=C2C=NN(C2=CC1)CCC(=O)OCC)=N (Ethyl 3-{5-[(hydroxyamino)(imino)methyl]-1H-indazol-1-yl}propanoate), ClC=1C=C(C(=O)O)C=CC1OCC (3-Chloro-4-(ethyloxy)benzoic acid), CCN=C=NCCCN(C)C (EDAC), C=1C=CC2=C(C1)N=NN2O (HOBt). Run in CN(C)C=O (DMF). The product is ClC=1C=C(C=CC1OCC)C1=NC(=NO1)C=1C=C2C=NN(C2=CC1)CCC(=O)OCC (Ethyl 3-(5-{5-[3-chloro-4-(ethyloxy)phenyl]-1,2,4-oxadiazol-3-yl}-1H-indazol-1-yl)propanoate). The yield is 20.6%. Reaction SMILES: [OH:1][NH:2][C:3](=[NH:20])[C:4]1[CH:5]=[C:6]2[C:10](=[CH:11][CH:12]=1)[N:9]([CH2:13][CH2:14][C:15]([O:17][CH2:18][CH3:19])=[O:16])[N:8]=[CH:7]2.[Cl:21][C:22]1[CH:23]=[C:24]([CH:28]=[CH:29][C:30]=1[O:31][CH2:32][CH3:33])[C:25](O)=O.CCN=C=NCCCN(C)C.C1C=CC2N(O)N=NC=2C=1>CN(C=O)C>[Cl:21][C:22]1[CH:23]=[C:24]([C:25]2[O:1][N:2]=[C:3]([C:4]3[CH:5]=[C:6]4[C:10](=[CH:11][CH:12]=3)[N:9]([CH2:13][CH2:14][C:15]([O:17][CH2:18][CH3:19])=[O:16])[N:8]=[CH:7]4)[N:20]=2)[CH:28]=[CH:29][C:30]=1[O:31][CH2:32][CH3:33]. Procedure: Ethyl 3-{5-[(hydroxyamino)(imino)methyl]-1H-indazol-1-yl}propanoate (D52) (265 mg, 0.96 mmol) and 3-Chloro-4-(ethyloxy)benzoic acid (D7) (192 mg, 0.96 mmol) were stirred together in DMF (5 ml) at 80° C. and EDAC (203 mg) and HOBt (142 mg) were added. When the reaction was judged to be complete (analysis by LCMS) it was cooled and the reaction mixture was partitioned between EtOAc and aq. sodium bicarbonate solution. The organic layer was separated and washed with water, dried and evaporated and ... Reactants: Cn1ncc(CC(=O)O)c1Cl, Cl, O=C(Cc1ccsc1)N1CCC(c2nc(CCc3ccccc3)cs2)CC1, c1ccc(CCc2csc(C3CCNCC3)n2)cc1. Yields the product Cn1ncc(CC(=O)N2CCC(c3nc(CCc4ccccc4)cs3)CC2)c1Cl. RXN SMILES: [Cl:48][c:49]1[c:50]([CH2:55][C:56](=[O:57])[OH:58])[cH:51][n:52][n:53]1[CH3:54].[ClH:1].[c:21]1([CH2:22][CH2:23][c:24]2[n:25][c:26]([CH:27]3[CH2:28][CH2:29][N:30]([C:31](=[O:32])[CH2:33][c:34]4[cH:35][cH:36][s:37][cH:38]4)[CH2:39][CH2:40]3)[s:41][cH:42]2)[cH:43][cH:44][cH:45][cH:46][cH:47]1.[c:2]1([CH2:8][CH2:9][c:10]2[n:11][c:12]([CH:15]3[CH2:16][CH2:17][NH:18][CH2:19][CH2:20]3)[s:13][cH:14]2)[cH:3][cH:4][cH:5][cH:6][cH:7]1>>[c:2]1([CH2:8][CH2:9][c:10]2[n:11][c:12]([CH:15]3[CH2:16][CH2:17][N:18]([C:56]([CH2:55][c:50]4[c:49]([Cl:48])[n:53]([CH3:54])[n:52][cH:51]4)=[O:57])[CH2:19][CH2:20]3)[s:13][cH:14]2)[cH:3][cH:4][cH:5][cH:6][cH:7]1. Starting materials: CNCC[C@@H](C1=CC=CS1)OC=2C=CC=C3C2C=CC=C3 (duloxetine), CN(CCC(O)C=1SC=CC1)C (N,N-Dimethyl-3-(2-thienyl)-3-hydroxypropanamine), C([C@@H](O)C1=CC=CC=C1)(=O)O ((S)-mandelic acid), CNCC[C@@H](C1=CC=CS1)OC=2C=CC=C3C2C=CC=C3 (duloxetine), FC1=CC=CC2=CC=CC=C12 (fluoronaphtalene), C([C@@H](O)C1=CC=CC=C1)(=O)O ((S)-(+)-mandelic acid), CC1(OC[C@H]2[C@@H](O1)[C@H]3[C@@](O2)(OC(O3)(C)C)C(=O)O)C ((−)-2,3:4,6-Di-O-isopropylidene-2-keto-L-gulonic acid). Yields the product CN(CCC(C=1SC=CC1)OC1=CC=CC2=CC=CC=C12)C (N,N-Dimethyl-3-(1-naphthalenyloxy)-3-(2-thienyl)propanamine). Reaction SMILES: [CH3:1][NH:2][CH2:3][CH2:4][C@H:5]([O:11][C:12]1[CH:13]=[CH:14][CH:15]=[C:16]2[CH:21]=[CH:20][CH:19]=[CH:18][C:17]=12)[C:6]1[S:10][CH:9]=[CH:8][CH:7]=1.[C:22](O)(=O)[C@H](C1C=CC=CC=1)O.CC1(C)O[C@H]2[C@@H]3OC(C)(C)O[C@]3(C(O)=O)O[C@H]2CO1.CN(C)CCC(C1SC=CC=1)O.FC1C2C(=CC=CC=2)C=CC=1>>[CH3:1][N:2]([CH3:22])[CH2:3][CH2:4][CH:5]([O:11][C:12]1[C:17]2[C:16](=[CH:21][CH:20]=[CH:19][CH:18]=2)[CH:15]=[CH:14][CH:13]=1)[C:6]1[S:10][CH:9]=[CH:8][CH:7]=1. Procedure: The preparation of the enantiomerically pure duloxetine intermediate (S)-AT-OL by its chiral resolution is exemplified in U.S. Pat. No. 5,362,886 (U.S. '886) and in WO 2004/031168, by the use of (S)-(+)-mandelic acid and (−)-2,3:4,6-Di-O-isopropylidene-2-keto-L-gulonic acid, respectively. The U.S. '886 patent describes the preparation of duloxetine by the chiral resolution of N,N-Dimethyl-3-(2-thienyl)-3-hydroxypropanamine (rac-AT-OL) with (S)-mandelic acid (Stage a), its reaction with fluoronap...